This data is from the Open Reaction Database (ORD), a public repository of structured organic reaction records. The task is: describe an organic reaction: reactants, conditions, products, and yield Starting materials: C(C1=CN=CC=C1)(=O)O (nicotinic acid), O1CCCC1 (tetrahydrofuran), C1(CCCCC1)N=C=NC1CCCCC1 (N,N'-dicyclohexylcarbodiimide), C(CCCC=CCC=CCC=CCC=CCC=CCC)(=O)NCCO (N-5,8,11,14,17-eicosapentaenoyl-2-aminoethanol). Reagents/catalysts: CN(C1=CC=NC=C1)C (4-dimethylaminopyridine). The solvent is ClCCCl (1,2-dichloroethane), ClCCCl (1,2-dichloroethane). Product: C(C1=CN=CC=C1)(=O)OCCNC(CCCC=CCC=CCC=CCC=CCC=CCC)=O (N-(5,8,11,14,17-eicosapentaenoyl)-2-aminoethyl nicotinate). Yield: 96.5%. Reaction SMILES: [C:1]([OH:9])(=[O:8])[C:2]1[CH:7]=[CH:6][CH:5]=[N:4][CH:3]=1.O1CCCC1.C1(N=C=NC2CCCCC2)CCCCC1.[C:30]([NH:51][CH2:52][CH2:53]O)(=[O:50])[CH2:31][CH2:32][CH2:33][CH:34]=[CH:35][CH2:36][CH:37]=[CH:38][CH2:39][CH:40]=[CH:41][CH2:42][CH:43]=[CH:44][CH2:45][CH:46]=[CH:47][CH2:48][CH3:49]>CN(C)C1C=CN=CC=1.ClCCCl>[C:1]([O:9][CH2:53][CH2:52][NH:51][C:30](=[O:50])[CH2:31][CH2:32][CH2:33][CH:34]=[CH:35][CH2:36][CH:37]=[CH:38][CH2:39][CH:40]=[CH:41][CH2:42][CH:43]=[CH:44][CH2:45][CH:46]=[CH:47][CH2:48][CH3:49])(=[O:8])[C:2]1[CH:7]=[CH:6][CH:5]=[N:4][CH:3]=1. Procedure: To a solution of 77 mg (0.63 mmol) of nicotinic acid in a mixed solvent of tetrahydrofuran (2 ml) and 1,2-dichloroethane (2 ml) at room temperature were successively added in an atmosphere of argon 7 mg (0.06 mmol) of 4-dimethylaminopyridine, 129 mg (0.63 mmol) of N,N'-dicyclohexylcarbodiimide and 196 mg (0.57 mmol) of N-5,8,11,14,17-eicosapentaenoyl-2-aminoethanol, which were dissolved in 1,2-dichloroethane (1.5 ml), respectively. The mixture was reacted overnight, and precipitates then produce... The reactants are C[Si](C)(C)Br, CC#N, CC(C)N(c1ncn(CC(CO)OCP(=O)(O)O)c(=O)n1)C(C)C. Product: Nc1ncn(CC(CO)OCP(=O)(O)O)c(=O)n1. As a reaction SMILES: [Br:1][Si:2]([CH3:3])([CH3:4])[CH3:5].[CH3:30][C:31]#[N:32].[CH:6]([N:9]([CH:7]([CH3:8])[CH3:27])[c:10]1[n:11][c:12](=[O:26])[n:13]([CH2:16][CH:17]([CH2:18][OH:19])[O:20][CH2:21][P:22](=[O:23])([OH:24])[OH:25])[cH:14][n:15]1)([CH3:28])[CH3:29]>>[NH2:9][c:10]1[n:11][c:12](=[O:26])[n:13]([CH2:16][CH:17]([CH2:18][OH:19])[O:20][CH2:21][P:22](=[O:23])([OH:24])[OH:25])[cH:14][n:15]1. The reactants are BrC(C(=O)OCC)C (ethyl 2-bromopropionate), C(C)#N (acetonitrile), ClC1=C(C=C(C(=C1)Cl)O)N1C(OC(C1=O)=C(C)CC)=O (3-(2',4'-dichloro-5'-hydroxyphenyl)-5-(sec-butylidene)-1,3-oxazolidine-2,4-dione), C([O-])([O-])=O.[K+].[K+] (potassium carbonate). Run in CCOCC (Ether). Yields the product ClC1=C(C=C(C(=C1)Cl)OC(C)C(=O)OCC)N1C(OC(C1=O)=C(C)CC)=O (3-{2',4'-dichloro-5'-(1"-ethoxycarbonylethyloxy)phenyl}-5-(sec-butylidene)-1,3-oxazolidine-2,4-dione). Yield: 73.0%. Reaction SMILES: C(#N)C.[Cl:4][C:5]1[CH:10]=[C:9]([Cl:11])[C:8]([OH:12])=[CH:7][C:6]=1[N:13]1[C:17](=[O:18])[C:16](=[C:19]([CH2:21][CH3:22])[CH3:20])[O:15][C:14]1=[O:23].C(=O)([O-])[O-].[K+].[K+].Br[CH:31]([CH3:37])[C:32]([O:34][CH2:35][CH3:36])=[O:33]>CCOCC>[Cl:4][C:5]1[CH:10]=[C:9]([Cl:11])[C:8]([O:12][CH:31]([C:32]([O:34][CH2:35][CH3:36])=[O:33])[CH3:37])=[CH:7][C:6]=1[N:13]1[C:17](=[O:18])[C:16](=[C:19]([CH2:21][CH3:22])[CH3:20])[O:15][C:14]1=[O:23] |f:2.3.4|. Reported procedure: To an acetonitrile solution (30 ml) of a mixture of 3-(2',4'-dichloro-5'-hydroxyphenyl)-5-(sec-butylidene)-1,3-oxazolidine-2,4-dione (1.58 g, 5 mmol) was added potassium carbonate (0.69 g), and the mixture was heated at reflux for 2 hours. After the addition of ethyl 2-bromopropionate (0.93 g, 5.1 mmol), the reaction mixture was further refluxed for 1 hour. Ether was added to the reaction mixture and the solution was washed with 1N hydrochloric acid and extracted with ether. The ethereal extract... RXN SMILES: [C:1](=[O:2])([O-:3])[O-:4].[C:7](=[O:8])([OH:9])[c:10]1[cH:11][cH:12][cH:13][c:14]2[s:15][c:16]([B:19]([OH:20])[OH:21])[cH:17][c:18]12.[CH3:32][O:33][CH2:34][CH2:35][O:36][CH3:37].[Cl:22][c:23]1[n:24][cH:25][c:26]([F:30])[c:27]([Cl:29])[n:28]1.[ClH:31].[Na+:5].[Na+:6].[Pd:38]([Cl:39])[Cl:40].[c:41]1([P:42]([c:43]2[cH:44][cH:45][cH:46][cH:47][cH:48]2)[c:49]2[cH:50][cH:51][cH:52][cH:53][cH:54]2)[cH:55][cH:56][cH:57][cH:58][cH:59]1.[c:60]1([P:61]([c:62]2[cH:63][cH:64][cH:65][cH:66][cH:67]2)[c:68]2[cH:69][cH:70][cH:71][cH:72][cH:73]2)[cH:74][cH:75][cH:76][cH:77][cH:78]1>>[C:7](=[O:8])([OH:9])[c:10]1[cH:11][cH:12][cH:13][c:14]2[s:15][c:16](-[c:27]3[c:26]([F:30])[cH:25][n:24][c:23]([Cl:22])[n:28]3)[cH:17][c:18]12. Starting materials: O=C([O-])[O-], O=C(O)c1cccc2sc(B(O)O)cc12, COCCOC, Fc1cnc(Cl)nc1Cl, Cl, [Na+], [Na+], Cl[Pd]Cl, c1ccc(P(c2ccccc2)c2ccccc2)cc1, c1ccc(P(c2ccccc2)c2ccccc2)cc1. Product: O=C(O)c1cccc2sc(-c3nc(Cl)ncc3F)cc12.